From a dataset of the Open Reaction Database (ORD), a public repository of structured organic reaction records. describe an organic reaction: reactants, conditions, products, and yield The reactants are CC1=C(SC=C1)C1NCCNC1 (2-(3-methyl-2-thienyl)piperazine), ClC1=C(C=C2C(C(=CN(C2=C1)CC)C(=O)O)=O)F (7-chloro-1-ethyl-6-fluoro-1,4-dihydro-4-oxo-3-quinolinecarboxylic acid). Solvent: N1=CC=CC=C1 (pyridine). Conditions: time 18 hour. The product is C(C)N1C=C(C(C2=CC(=C(C=C12)N1CC(NCC1)C=1SC=CC1C)F)=O)C(=O)O (1-Ethyl-6-fluoro-1,4-dihydro-7-[3-(3-methyl-2-thienyl)-1-piperazinyl]-4-oxo-3-quinolinecarboxylic acid). Reaction SMILES: [CH3:1][C:2]1[CH:6]=[CH:5][S:4][C:3]=1[CH:7]1[CH2:12][NH:11][CH2:10][CH2:9][NH:8]1.Cl[C:14]1[CH:23]=[C:22]2[C:17]([C:18](=[O:29])[C:19]([C:26]([OH:28])=[O:27])=[CH:20][N:21]2[CH2:24][CH3:25])=[CH:16][C:15]=1[F:30]>N1C=CC=CC=1>[CH2:24]([N:21]1[C:22]2[C:17](=[CH:16][C:15]([F:30])=[C:14]([N:11]3[CH2:10][CH2:9][NH:8][CH:7]([C:3]4[S:4][CH:5]=[CH:6][C:2]=4[CH3:1])[CH2:12]3)[CH:23]=2)[C:18](=[O:29])[C:19]([C:26]([OH:28])=[O:27])=[CH:20]1)[CH3:25]. Procedure details: A 3.64 g portion of 2-(3-methyl-2-thienyl)piperazine was added to 10 ml of pyridine followed by 1.35 g of 7-chloro-1-ethyl-6-fluoro-1,4-dihydro-4-oxo-3-quinolinecarboxylic acid. The mixture was placed in a pressure bottle, under argon, sealed and heated at 120°-130° C., with stirring for 18 hours. The solvent was removed and the residue purified by chromatography, eluting with chloroform:methanol (9:1), giving 135 mg of the desired product, mp 252°-255° C. (dec.).